Dataset: the Open Reaction Database (ORD), a public repository of structured organic reaction records. Task: describe an organic reaction: reactants, conditions, products, and yield As a reaction SMILES: [BH:19]([OH:20])[OH:21].[Br:1][c:2]1[c:3]([F:18])[cH:4][c:5]([S:8](=[O:9])(=[O:10])[c:11]2[cH:12][c:13]([Cl:17])[cH:14][cH:15][cH:16]2)[cH:6][cH:7]1.[F:22][c:23]1[cH:24][cH:25][c:26]([O:29][CH3:30])[cH:27][cH:28]1>>[c:2]1(-[c:25]2[cH:24][c:23]([F:22])[cH:28][cH:27][c:26]2[O:29][CH3:30])[c:3]([F:18])[cH:4][c:5]([S:8](=[O:9])(=[O:10])[c:11]2[cH:12][c:13]([Cl:17])[cH:14][cH:15][cH:16]2)[cH:6][cH:7]1. Reactants: OBO, O=S(=O)(c1cccc(Cl)c1)c1ccc(Br)c(F)c1, COc1ccc(F)cc1. The product is COc1ccc(F)cc1-c1ccc(S(=O)(=O)c2cccc(Cl)c2)cc1F. Reactants: C[N+](C)(C)Cc1ccccc1, Cc1cnc(O)c([N+](=O)[O-])c1, CC#N, [Cl-], O, O=P(Cl)(Cl)Cl. The product is Cc1cnc(Cl)c([N+](=O)[O-])c1. As a reaction SMILES: [CH2:19]([N+:20]([CH3:21])([CH3:22])[CH3:23])[c:24]1[cH:25][cH:26][cH:27][cH:28][cH:29]1.[CH3:1][c:2]1[cH:3][c:4]([N+:9](=[O:10])[O-:11])[c:5]([OH:8])[n:6][cH:7]1.[CH3:30][C:31]#[N:32].[Cl-:18].[OH2:17].[P:12]([Cl:13])([Cl:14])([Cl:15])=[O:16]>>[CH3:1][c:2]1[cH:3][c:4]([N+:9](=[O:10])[O-:11])[c:5]([Cl:14])[n:6][cH:7]1.